From a dataset of the Open Reaction Database (ORD), a public repository of structured organic reaction records. describe an organic reaction: reactants, conditions, products, and yield The product is C#Cc1cnc2ccc(OC(SC)C(=O)NC3(C#C)CCC3)cc2c1. The reactants are C#Cc1cnc2ccc(OC(SC)C(=O)NC3(C=O)CCC3)cc2c1, O=C([O-])[O-], COP(=O)(OC)C(=[N+]=[N-])C(C)=O, CO, [K+], [K+]. Reaction SMILES: [C:13](#[CH:14])[c:15]1[cH:16][n:17][c:18]2[cH:19][cH:20][c:21]([O:25][CH:26]([C:27](=[O:28])[NH:29][C:30]3([CH:34]=[O:35])[CH2:31][CH2:32][CH2:33]3)[S:36][CH3:37])[cH:22][c:23]2[cH:24]1.[C:38](=[O:39])([O-:40])[O-:41].[CH3:1][O:2][P:3]([C:4](=[N+:5]=[N-:6])[C:7](=[O:8])[CH3:9])(=[O:10])[O:11][CH3:12].[CH3:44][OH:45].[K+:42].[K+:43]>>[CH:1]#[C:34][C:30]1([NH:29][C:27]([CH:26]([O:25][c:21]2[cH:20][cH:19][c:18]3[n:17][cH:16][c:15]([C:13]#[CH:14])[cH:24][c:23]3[cH:22]2)[S:36][CH3:37])=[O:28])[CH2:31][CH2:32][CH2:33]1. Starting materials: [N+](=O)([O-])C1=C(C#N)C(=CC=C1)[N+](=O)[O-] (2,6-dinitrobenzonitrile), C(C(C)C)O (isobutanol). Yields the product C(C(C)C)OC1=C(C#N)C(=CC=C1)[N+](=O)[O-] (2-isobutoxy-6-nitrobenzonitrile). Reaction SMILES: [N+]([C:4]1[CH:11]=[CH:10][CH:9]=[C:8]([N+:12]([O-:14])=[O:13])[C:5]=1[C:6]#[N:7])([O-])=O.[CH2:15]([OH:19])[CH:16]([CH3:18])[CH3:17]>>[CH2:15]([O:19][C:4]1[CH:11]=[CH:10][CH:9]=[C:8]([N+:12]([O-:14])=[O:13])[C:5]=1[C:6]#[N:7])[CH:16]([CH3:18])[CH3:17]. Reported procedure: Prepared in a similar manner as example 160c from 2,6-dinitrobenzonitrile and isobutanol to provide 2-isobutoxy-6-nitrobenzonitrile. 1H NMR (400 MHz, DMSO-d6) δ 1.05 (d, J=6.4 Hz, 6H), 2.11 (sept, J=6.6 Hz, 1H), 4.07 (d, J=6.5 Hz, 2H), 7.75 (dd, J=8.0, 1.9 Hz, 1H), 7.91 (t, J=8.2 Hz, 1H), 7.94 (dd, J=8.2, 1.9 Hz, 1H). Reactants: alcohol, C(C)(=O)OC=C(CC1=CC2=C(C=C1)OCO2)C (1-acetoxy-2-methyl-3-(3,4-methylenedioxyphenyl)-1-propene), CC(C=O)CC1=CC2=C(C=C1)OCO2 (2-methyl-3-(3,4-methylenedioxyphenyl)propanal). Product: crude product, C(C)(=O)C1=CC2=C(C=C1)OCO2 (1-acetyl-3,4-methylenedioxybenzene). As a reaction SMILES: C(OC=[C:6](C)[CH2:7][C:8]1[CH:13]=[CH:12][C:11]2[O:14][CH2:15][O:16][C:10]=2[CH:9]=1)(=O)C.CC(CC1C=CC2OCOC=2C=1)C=[O:21]>>[C:7]([C:8]1[CH:13]=[CH:12][C:11]2[O:14][CH2:15][O:16][C:10]=2[CH:9]=1)(=[O:21])[CH3:6]. Procedure details: In the step (2), 1-acetoxy-2-methyl-3-(3,4-methylenedioxyphenyl)-1-propene represented by the following formula (3) which has been obtained in the step (1) is subjected to hydrolysis reaction or to transesterification reaction with an alcohol to obtain a crude product of 1-acetyl-3,4-methylenedioxybenzene represented by the following formula (4) and 2-methyl-3-(3,4-methylenedioxyphenyl)propanal represented by the following formula (5), and then the resulting reaction mixture is further subjected... Reactants: ClC=1C=C(CNC2=NC(=NC=C2C(=O)NCC2=NC=CC=N2)S(=O)C)C=CC1OC (4-((3-chloro-4-methoxybenzyl)amino)-2-(methylsulfinyl)-N-(pyrimidin-2-ylmethyl)pyrimidine-5-formamide), CCN(C(C)C)C(C)C (DIEA), CN1CC2(CC1)CNCC2 (2-Methyl-2,7-diazaspiro[4.4]nonane). Solvent: C(Cl)Cl (DCM). Conditions: time 8 hour. The product is ClC=1C=C(CNC2=NC(=NC=C2C(=O)NCC2=NC=CC=N2)N2CC3(CC2)CN(CC3)C)C=CC1OC (4-((3-chloro-4-methoxybenzyl)amino)-2-(7-methyl-2,7-diazaspiro[4.4]nonan-2-yl)-N-(pyrimidin-2-ylmethyl)pyrimidine-5-formamide). The yield is 4.0%. As a reaction SMILES: [Cl:1][C:2]1[CH:3]=[C:4]([CH:26]=[CH:27][C:28]=1[O:29][CH3:30])[CH2:5][NH:6][C:7]1[C:12]([C:13]([NH:15][CH2:16][C:17]2[N:22]=[CH:21][CH:20]=[CH:19][N:18]=2)=[O:14])=[CH:11][N:10]=[C:9](S(C)=O)[N:8]=1.CCN(C(C)C)C(C)C.[CH3:40][N:41]1[CH2:45][CH2:44][C:43]2([CH2:49][CH2:48][NH:47][CH2:46]2)[CH2:42]1>C(Cl)Cl>[Cl:1][C:2]1[CH:3]=[C:4]([CH:26]=[CH:27][C:28]=1[O:29][CH3:30])[CH2:5][NH:6][C:7]1[C:12]([C:13]([NH:15][CH2:16][C:17]2[N:22]=[CH:21][CH:20]=[CH:19][N:18]=2)=[O:14])=[CH:11][N:10]=[C:9]([N:47]2[CH2:48][CH2:49][C:43]3([CH2:44][CH2:45][N:41]([CH3:40])[CH2:42]3)[CH2:46]2)[N:8]=1. Procedure details: In DCM (30 mL) were dissolved 4-((3-chloro-4-methoxybenzyl)amino)-2-(methylsulfinyl)-N-(pyrimidin-2-ylmethyl)pyrimidine-5-formamide (429 mg, 0.96 mmol) and DIEA (0.22 mL, 1.12 mmol). 2-Methyl-2,7-diazaspiro[4.4]nonane (154 mg, 1.1 mmol) was then added. The reaction was conducted at ambient temperature overnight. The solvent was removed by rotary evaporation, followed by addition of water and extraction with ethyl acetate. The organic phase was dried over sodium sulfate and purified by silica gel... Reactants: CO, COCOc1ccc(CC(C#N)c2cccnc2)cc1, [NH4+]. Yields the product COCOc1ccc(CC(CN)c2cccnc2)cc1. As a reaction SMILES: [CH3:22][OH:23].[CH3:2][O:3][CH2:4][O:5][c:6]1[cH:7][cH:8][c:9]([CH2:12][CH:13]([C:14]#[N:15])[c:16]2[cH:17][n:18][cH:19][cH:20][cH:21]2)[cH:10][cH:11]1.[NH4+:1]>>[CH3:2][O:3][CH2:4][O:5][c:6]1[cH:7][cH:8][c:9]([CH2:12][CH:13]([CH2:14][NH2:15])[c:16]2[cH:17][n:18][cH:19][cH:20][cH:21]2)[cH:10][cH:11]1.